Dataset: the Open Reaction Database (ORD), a public repository of structured organic reaction records. Task: describe an organic reaction: reactants, conditions, products, and yield Starting materials: N[C@H]([C@@H](CC(S(=O)(=O)C=1C=C2N=CC=NC2=CC1)OC1CCCC1)O)CC1=CC=CC=C1 ((3R,4S)-4-amino-1-(cyclopentyloxy)-5-phenyl-1-(6-quinoxalinylsulfonyl)-3-pentanol), C(ON1C(CCC1=O)=O)(O[C@@H]1COCC1)=O (2,5-dioxo-1-pyrrolidinyl [(3S)tetrahydro-3-furanyl] carbonate), C(C)(C)N(C(C)C)CC (N,N-diisopropylethylamine). Run in C(C)#N (acetonitrile). Conditions: time 16 hour. Product: C(C1=CC=CC=C1)[C@@H]([C@@H](CC(S(=O)(=O)C=1C=C2N=CC=NC2=CC1)OC1CCCC1)O)NC(O[C@@H]1COCC1)=O ((3S)tetrahydro-3-furanyl N-[(1S,2R)-1-benzyl-4-(cyclopentyloxy)-2-hydroxy-4-(6-quinoxalinyl sulfonyl)butyl]carbamate). The yield is 86.4%. Reaction SMILES: [NH2:1][C@@H:2]([CH2:26][C:27]1[CH:32]=[CH:31][CH:30]=[CH:29][CH:28]=1)[C@H:3]([OH:25])[CH2:4][CH:5]([O:19][CH:20]1[CH2:24][CH2:23][CH2:22][CH2:21]1)[S:6]([C:9]1[CH:10]=[C:11]2[C:16](=[CH:17][CH:18]=1)[N:15]=[CH:14][CH:13]=[N:12]2)(=[O:8])=[O:7].[C:33](=O)([O:42][C@H:43]1[CH2:47][CH2:46][O:45][CH2:44]1)[O:34]N1C(=O)CCC1=O.C(N(CC)C(C)C)(C)C>C(#N)C>[CH2:26]([C@H:2]([NH:1][C:33](=[O:34])[O:42][C@H:43]1[CH2:47][CH2:46][O:45][CH2:44]1)[C@H:3]([OH:25])[CH2:4][CH:5]([O:19][CH:20]1[CH2:21][CH2:22][CH2:23][CH2:24]1)[S:6]([C:9]1[CH:10]=[C:11]2[C:16](=[CH:17][CH:18]=1)[N:15]=[CH:14][CH:13]=[N:12]2)(=[O:7])=[O:8])[C:27]1[CH:28]=[CH:29][CH:30]=[CH:31][CH:32]=1. Reported procedure: A mixture of (3R,4S)-4-amino-1-(cyclopentyloxy)-5-phenyl-1-(6-quinoxalinylsulfonyl)-3-pentanol (50 mg, 0.110 mmoL), 2,5-dioxo-1-pyrrolidinyl [(3S)tetrahydro-3-furanyl] carbonate (28 mg, 0.121 mmol, WO 94/05639) and N,N-diisopropylethylamine (47.8 μL, 0.274 mmol) were combined under Argon at ambient temperature in approximately 1.5 mL of acetonitrile. After stirring for approximately 16 hours at ambient temperature, the reaction mixture was evaporated in vacuo and partitioned between ethyl acetat... The reactants are C(C)(C)(C)[Si](C)(C)OCC1=CC=C(C=C1)I (tert-butyl[(4-iodobenzyl)oxy]dimethylsilane), BrC1=CC(=C(C=C1)B(O)O)F ((4-bromo-2-fluorophenyl)boronic acid). The product is BrC1=CC(=C(C=C1)C1=CC=C(C=C1)CO[Si](C)(C)C(C)(C)C)F ([(4′-Bromo-2′-fluorobiphenyl-4-yl)methoxy](tert-butyl)dimethylsilane). Isolated yield 57.0%. RXN SMILES: [C:1]([Si:5]([O:8][CH2:9][C:10]1[CH:15]=[CH:14][C:13](I)=[CH:12][CH:11]=1)([CH3:7])[CH3:6])([CH3:4])([CH3:3])[CH3:2].[Br:17][C:18]1[CH:23]=[CH:22][C:21](B(O)O)=[C:20]([F:27])[CH:19]=1>>[Br:17][C:18]1[CH:23]=[CH:22][C:21]([C:13]2[CH:14]=[CH:15][C:10]([CH2:9][O:8][Si:5]([C:1]([CH3:4])([CH3:3])[CH3:2])([CH3:7])[CH3:6])=[CH:11][CH:12]=2)=[C:20]([F:27])[CH:19]=1. Reported procedure: In accordance with Example 4-(2), but using tert-butyl[(4-iodobenzyl)oxy]dimethylsilane instead of tert-butyl[2-(4-iodophenyl)ethoxy]dimethylsilane, and (4-bromo-2-fluorophenyl)boronic acid instead of (4-bromophenyl)boronic acid, the title compound (yield 57%) was afforded as a yellow oil. The reactants are O=C([O-])[O-], BrCc1ccccc1, CC(C)=O, [K+], [K+], O=[N+]([O-])c1ccc(SCCCCO)cc1. Product: O=[N+]([O-])c1ccc(SCCCCOCc2ccccc2)cc1. Reaction SMILES: [C:16](=[O:17])([O-:18])[O-:19].[CH2:22]([c:23]1[cH:24][cH:25][cH:26][cH:27][cH:28]1)[Br:29].[CH3:30][C:31](=[O:32])[CH3:33].[K+:20].[K+:21].[N+:1](=[O:2])([O-:3])[c:4]1[cH:5][cH:6][c:7]([S:10][CH2:11][CH2:12][CH2:13][CH2:14][OH:15])[cH:8][cH:9]1>>[N+:1](=[O:2])([O-:3])[c:4]1[cH:5][cH:6][c:7]([S:10][CH2:11][CH2:12][CH2:13][CH2:14][O:15][CH2:22][c:23]2[cH:24][cH:25][cH:26][cH:27][cH:28]2)[cH:8][cH:9]1. Starting materials: CCOC(=O)C (EtOAc), BrC1=C(C#N)C=CC(=C1)F (2-bromo-4-fluorobenzonitrile), N[C@H]1[C@H](CCCC1)NC(OC(C)(C)C)=O (tert-butyl (1S,2R)-2-aminocyclohexylcarbamate), CCN(C(C)C)C(C)C (DIEA). Solvent: O (water), CS(=O)C (DMSO). Yields the product BrC=1C=C(C=CC1C#N)N[C@H]1[C@H](CCCC1)NC(OC(C)(C)C)=O (tert-butyl (1S,2R)-2-(3-bromo-4-cyanophenylamino)cyclohexylcarbamate). Isolated yield 464.5%. Reaction SMILES: [Br:1][C:2]1[CH:9]=[C:8](F)[CH:7]=[CH:6][C:3]=1[C:4]#[N:5].[NH2:11][C@@H:12]1[CH2:17][CH2:16][CH2:15][CH2:14][C@@H:13]1[NH:18][C:19](=[O:25])[O:20][C:21]([CH3:24])([CH3:23])[CH3:22].CCN(C(C)C)C(C)C.CCOC(C)=O>CS(C)=O.O>[Br:1][C:2]1[CH:9]=[C:8]([NH:11][C@@H:12]2[CH2:17][CH2:16][CH2:15][CH2:14][C@@H:13]2[NH:18][C:19](=[O:25])[O:20][C:21]([CH3:23])([CH3:22])[CH3:24])[CH:7]=[CH:6][C:3]=1[C:4]#[N:5]. Reported procedure: A solution of 2-bromo-4-fluorobenzonitrile (0.761 g, 3.80 mmol), tert-butyl (1S,2R)-2-aminocyclohexylcarbamate (1.00 g, 0.808 mmol) and DIEA (1.00 mL, 5.76 mmol) in DMSO (6 mL) was stirred at 100 C for 18 h. EtOAc and water were added. The organic phase was separated, washed with 1N HCl, then with 5% NaHCO3, dried over Na2SO4, concentrated in vacuo to give tert-butyl (1S,2R)-2-(3-bromo-4-cyanophenylamino)cyclohexylcarbamate (1.48 g) as an off-white solid. The reactants are [O-]P(=O)([O-])[O-].[K+].[K+].[K+] (K3PO4), N (ammonia), NCCCCCO (5-Amino-1-pentanol), C(CO)O (ethylene glycol), IC1=CC=C(C=C1)OC (4-iodoanisole). The reagents and catalysts are [Cu]I (CuI). Solvent: O (water), C(CCC)O (1-butanol). Conditions: temperature 100 celsius, time 14 hour. Product: COC1=CC=C(C=C1)NCCCCCO (5-(4-Methoxyphenylamino)-1-pentanol). The yield is 84.6%. As a reaction SMILES: [O-]P([O-])([O-])=O.[K+].[K+].[K+].[NH2:9][CH2:10][CH2:11][CH2:12][CH2:13][CH2:14][OH:15].C(O)CO.I[C:21]1[CH:26]=[CH:25][C:24]([O:27][CH3:28])=[CH:23][CH:22]=1.N>C(O)CCC.O.[Cu]I>[CH3:28][O:27][C:24]1[CH:25]=[CH:26][C:21]([NH:9][CH2:10][CH2:11][CH2:12][CH2:13][CH2:14][OH:15])=[CH:22][CH:23]=1 |f:0.1.2.3|. Procedure details: An oven-dried resealable 15 mL Schlenk tube was charged with CuI (9.5 mg, 0.0499 mmol, 5.0 mol %), K3PO4 (440 mg, 2.07 mmol), evacuated and backfilled with argon. 5-Amino-1-pentanol (135 μL, 1.24 mmol), ethylene glycol (0.11 mL, 1.97 mmol), and a solution of 4-iodoanisole (235 mg, 1.00 mmol) in 1-butanol (1.0 mL) were added under argon. The Schlenk tube was sealed with a Teflon valve and the reaction mixture was stirred magnetically at 100° C. for 14 h. The resulting thick, yellow-brown suspensi...